Task: describe an organic reaction: reactants, conditions, products, and yield. Dataset: the Open Reaction Database (ORD), a public repository of structured organic reaction records Starting materials: CCOC(C)=O, N#Cc1ccc(F)cc1, [H-], [Na+], CN(C)C=O, O, c1cn[nH]c1. Yields the product N#Cc1ccc(-n2cccn2)cc1. RXN SMILES: [CH3:23][CH2:24][O:25][C:26]([CH3:27])=[O:28].[F:1][c:2]1[cH:3][cH:4][c:5]([C:6]#[N:7])[cH:8][cH:9]1.[H-:16].[Na+:15].[O:17]=[CH:18][N:19]([CH3:20])[CH3:21].[OH2:22].[nH:10]1[n:11][cH:12][cH:13][cH:14]1>>[c:2]1(-[n:10]2[n:11][cH:12][cH:13][cH:14]2)[cH:3][cH:4][c:5]([C:6]#[N:7])[cH:8][cH:9]1. The reactants are O1C(=NN=C1)C1=CC=C(OC2=CC=C(C=C2)O)C=C1 (4-(4-[1,3,4]oxadiazol-2-yl-phenoxy)-phenol), BrC1(C(NC(NC1=O)=O)=O)CCOCC (5-Bromo-5-(2-ethoxy-ethyl)-pyrimidine-2,4,6-trione), CCCCC=CCCCC (dec-5-ene), polystyrene, C1(C(OC(O1)(C(F)(F)F)C(F)(F)F)(F)F)(C2(C(OC(O2)(C(F)(F)F)C(F)(F)F)(F)F)F)F (PTBD). Run in C(C)#N (acetonitrile), C(C)(=O)O (acetic acid), CO (methanol). Run at temperature 23 celsius, time 24 hour. Yields the product C(C)OCCC1(C(NC(NC1=O)=O)=O)OC1=CC=C(C=C1)OC1=CC=C(C=C1)C=1OC=NN1 (5-(2-Ethoxy-ethyl)-5-[4-(4-[1,3,4]oxadiazol-2-yl-phenoxy)-phenoxy]-pyrimidine-2,4,6-trione). The yield is 53.0%. Reaction SMILES: [O:1]1[CH:5]=[N:4][N:3]=[C:2]1[C:6]1[CH:19]=[CH:18][C:9]([O:10][C:11]2[CH:16]=[CH:15][C:14]([OH:17])=[CH:13][CH:12]=2)=[CH:8][CH:7]=1.Br[C:21]1([CH2:30][CH2:31][O:32][CH2:33][CH3:34])[C:26](=[O:27])[NH:25][C:24](=[O:28])[NH:23][C:22]1=[O:29].CCCCC=CCCCC.C1(F)(C2(F)OC(C(F)(F)F)(C(F)(F)F)OC2(F)F)OC(C(F)(F)F)(C(F)(F)F)OC1(F)F>C(O)(=O)C.CO.C(#N)C>[CH2:33]([O:32][CH2:31][CH2:30][C:21]1([O:17][C:14]2[CH:15]=[CH:16][C:11]([O:10][C:9]3[CH:18]=[CH:19][C:6]([C:2]4[O:1][CH:5]=[N:4][N:3]=4)=[CH:7][CH:8]=3)=[CH:12][CH:13]=2)[C:22](=[O:29])[NH:23][C:24](=[O:28])[NH:25][C:26]1=[O:27])[CH3:34]. Procedure details: A mixture of 4-(4-[1,3,4]oxadiazol-2-yl-phenoxy)-phenol (0.90 g, 2.5 mmol), 5-Bromo-5-(2-ethoxy-ethyl)-pyrimidine-2,4,6-trione (1.0 g, 3.6 mmol), 1,5,7-trazabicyclo[4.4.0]dec-5-ene bound to polystyrene crosslinked with 2% DVB (PTBD, Fluka, 2.4 g, 6.1 mmol) and 11.7 mL of acetonitrile was shaken at 23° C. for 24 hours. The mixture was diluted with 30 mL of 25% acetic acid in methanol, filtered, and the solids were washed twice with methanol-acetic acid. The filtrate was concentrated in vacuo and ... Reactants: COC1=CC=C(C=N1)NNC(=O)N (2-(6-methoxypyridin-3-yl)hydrazinecarboxamide), N1=CC=CC=C1 (pyridine), COC1=CC=C(C(=O)Cl)C=C1 (4-methoxybenzoyl chloride), O (water). Run in C1(=CC=CC=C1)C (toluene), C1(=CC=CC=C1)C (toluene). Run at temperature 80 celsius, time 1 hour. Product: COC1=CC=C(C(=O)N(NC(=O)N)C=2C=NC(=CC2)OC)C=C1 (2-(4-methoxybenzoyl)-2-(6-methoxypyridin-3-yl)hydrazinecarboxamide). Isolated yield 28.8%. As a reaction SMILES: [CH3:1][O:2][C:3]1[N:8]=[CH:7][C:6]([NH:9][NH:10][C:11]([NH2:13])=[O:12])=[CH:5][CH:4]=1.N1C=CC=CC=1.[CH3:20][O:21][C:22]1[CH:30]=[CH:29][C:25]([C:26](Cl)=[O:27])=[CH:24][CH:23]=1.O>C1(C)C=CC=CC=1>[CH3:20][O:21][C:22]1[CH:30]=[CH:29][C:25]([C:26]([N:9]([C:6]2[CH:7]=[N:8][C:3]([O:2][CH3:1])=[CH:4][CH:5]=2)[NH:10][C:11]([NH2:13])=[O:12])=[O:27])=[CH:24][CH:23]=1. Reported procedure: To a suspension of 2-(6-methoxypyridin-3-yl)hydrazinecarboxamide (17 g, 93.3 mmol) in 100 mL of toluene, pyridine (15.1 mL, 187 mmol) and then a solution of 4-methoxybenzoyl chloride (15.9 g, 93.3 mmol) in 50 mL of toluene were added. The mixture was refluxed with stirring for 1 hour. After cooling at 80° C., 75 mL of water was added to the mixture. After vigorous shaking, an insoluble material was isolated by filtration, washed with water and toluene, dried in vacuo to give 2-(4-methoxybenzoyl)... Starting materials: Cl.Cl.C[Si](CCOCN1C=CC2=C1N=CN=C2C=2C=NN(C2)C2(CNC2)CC#N)(C)C ({3-[4-(7-{[2-(trimethylsilyl)ethoxy]methyl}-7H-pyrrolo[2,3-d]pyrimidin-4-yl)-1H-pyrazol-1-yl]azetidin-3-yl}acetonitrile dihydrochloride), O=C1CCN(CC1)C(=O)OC(C)(C)C (tert-butyl 4-oxo-1-piperidinecarboxylate), C(C)(C)N(C(C)C)CC (N,N-diisopropylethylamine), C(C)(=O)O[BH-](OC(C)=O)OC(C)=O.[Na+] (sodium triacetoxyborohydride). Run in C1CCOC1 (THF), [Cl-].[Na+].O (brine). Run at time 8 hour. Yields the product C(#N)CC1(CN(C1)C1CCN(CC1)C(=O)OC(C)(C)C)N1N=CC(=C1)C=1C2=C(N=CN1)N(C=C2)COCC[Si](C)(C)C (tert-butyl 4-{3-(cyanomethyl)-3-[4-(7-{[2-(trimethylsilyl)ethoxy]methyl}-7H-pyrrolo[2,3-d]pyrimidin-4-yl)-1H-pyrazol-1-yl]azetidin-1-yl}piperidine-1-carboxylate). RXN SMILES: Cl.Cl.[CH3:3][Si:4]([CH3:31])([CH3:30])[CH2:5][CH2:6][O:7][CH2:8][N:9]1[C:13]2[N:14]=[CH:15][N:16]=[C:17]([C:18]3[CH:19]=[N:20][N:21]([C:23]4([CH2:27][C:28]#[N:29])[CH2:26][NH:25][CH2:24]4)[CH:22]=3)[C:12]=2[CH:11]=[CH:10]1.O=[C:33]1[CH2:38][CH2:37][N:36]([C:39]([O:41][C:42]([CH3:45])([CH3:44])[CH3:43])=[O:40])[CH2:35][CH2:34]1.C(N(CC)C(C)C)(C)C.C(O[BH-](OC(=O)C)OC(=O)C)(=O)C.[Na+]>C1COCC1.[Cl-].[Na+].O>[C:28]([CH2:27][C:23]1([N:21]2[CH:22]=[C:18]([C:17]3[C:12]4[CH:11]=[CH:10][N:9]([CH2:8][O:7][CH2:6][CH2:5][Si:4]([CH3:30])([CH3:3])[CH3:31])[C:13]=4[N:14]=[CH:15][N:16]=3)[CH:19]=[N:20]2)[CH2:24][N:25]([CH:33]2[CH2:38][CH2:37][N:36]([C:39]([O:41][C:42]([CH3:45])([CH3:44])[CH3:43])=[O:40])[CH2:35][CH2:34]2)[CH2:26]1)#[N:29] |f:0.1.2,5.6,8.9.10|. Reported procedure: Into the solution of {3-[4-(7-{[2-(trimethylsilyl)ethoxy]methyl}-7H-pyrrolo[2,3-d]pyrimidin-4-yl)-1H-pyrazol-1-yl]azetidin-3-yl}acetonitrile dihydrochloride (2.6 g, 6.3 mmol), tert-butyl 4-oxo-1-piperidinecarboxylate (1.3 g, 6.3 mmol) in THF (30 mL) were added N,N-diisopropylethylamine (4.4 mL, 25 mmol) and sodium triacetoxyborohydride (2.2 g, 10 mmol). The mixture was stirred at room temperature overnight. After adding 20 mL of brine, the solution was extracted with EtOAc. The extract was dried... Starting materials: CC(C)C(NC(=O)c1ccc(C(=O)NCC(=O)OCc2ccccc2)cc1)C(=O)N1CCCC1C(=O)NC(C(=O)C(F)(F)F)C(C)C, CO, [H][H], O. Product: CC(C)C(NC(=O)c1ccc(C(=O)NCC(=O)O)cc1)C(=O)N1CCCC1C(=O)NC(C(=O)C(F)(F)F)C(C)C. Reaction SMILES: [CH2:1]([c:2]1[cH:3][cH:4][cH:5][cH:6][cH:7]1)[O:8][C:9](=[O:10])[CH2:11][NH:12][C:13](=[O:14])[c:15]1[cH:16][cH:17][c:18]([C:21](=[O:22])[NH:23][CH:24]([CH:25]([CH3:26])[CH3:27])[C:28](=[O:29])[N:30]2[CH:31]([C:32](=[O:33])[NH:34][CH:35]([C:36]([C:37]([F:38])([F:39])[F:40])=[O:41])[CH:42]([CH3:43])[CH3:44])[CH2:45][CH2:46][CH2:47]2)[cH:19][cH:20]1.[CH3:50][OH:51].[H:48][H:49].[OH2:52]>>[O:8]=[C:9]([OH:10])[CH2:11][NH:12][C:13](=[O:14])[c:15]1[cH:16][cH:17][c:18]([C:21](=[O:22])[NH:23][CH:24]([CH:25]([CH3:26])[CH3:27])[C:28](=[O:29])[N:30]2[CH:31]([C:32](=[O:33])[NH:34][CH:35]([C:36]([C:37]([F:38])([F:39])[F:40])=[O:41])[CH:42]([CH3:43])[CH3:44])[CH2:45][CH2:46][CH2:47]2)[cH:19][cH:20]1. Starting materials: O=C([O-])[O-], CCOC(C)=O, CI, [K+], [K+], Nc1c2c(cc(F)c1-n1c(=O)cc(C(F)(F)F)[nH]c1=O)OCC(=O)N2, CN(C)C=O, O. The product is Cn1c(C(F)(F)F)cc(=O)n(-c2c(F)cc3c(c2N)NC(=O)CO3)c1=O. RXN SMILES: [C:26](=[O:27])([O-:28])[O-:29].[CH3:40][CH2:41][O:42][C:43](=[O:44])[CH3:45].[I:32][CH3:33].[K+:30].[K+:31].[NH2:1][c:2]1[c:3](-[n:14]2[c:15](=[O:25])[nH:16][c:17]([C:21]([F:22])([F:23])[F:24])[cH:18][c:19]2=[O:20])[c:4]([F:13])[cH:5][c:6]2[c:7]1[NH:8][C:9](=[O:12])[CH2:10][O:11]2.[O:35]=[CH:36][N:37]([CH3:38])[CH3:39].[OH2:34]>>[NH2:1][c:2]1[c:3](-[n:14]2[c:15](=[O:25])[n:16]([CH3:26])[c:17]([C:21]([F:22])([F:23])[F:24])[cH:18][c:19]2=[O:20])[c:4]([F:13])[cH:5][c:6]2[c:7]1[NH:8][C:9](=[O:12])[CH2:10][O:11]2.